From a dataset of the Open Reaction Database (ORD), a public repository of structured organic reaction records. describe an organic reaction: reactants, conditions, products, and yield The reactants are C(C)(C)(C)[Si](OC1=CC=C(OC[C@H](CNCCC2=CC=C(NC3CCN(CC3)C(=O)NCCC3=C(C=C(C=C3)OCCCOC3=CC=CC=C3)OC)C=C2)O)C=C1)(C1=CC=CC=C1)C1=CC=CC=C1 (4-[4-(2-{[(2S)-3-(4-{[tert-Butyl (diphenyl)silyl]oxy}phenoxy)-2-hydroxypropyl]-amino}ethyl)anilino]-N-[2-methoxy-4-(3-phenoxypropoxy)phenethyl]-1-piperidinecarboxamide). Solvent: C(Cl)(Cl)Cl.CO (chloroform methanol). The product is COC1=C(C=CC(=C1)OCCCOC1=CC=CC=C1)CCNC(=O)N1CCC(CC1)NC1=CC=C(C=C1)CCNC[C@@H](COC1=CC=C(C=C1)O)O (4-(4-[2-[(2S)-2-Hydroxy-3-(4-hydroxy-phenoxy)-propylamino]-ethyl}-phenylamino)-piperidine-1-carboxylic acid {2-[2-methoxy-4-(3-phenoxy-propoxy)-phenyl}-ethyl}-amide). Yield: 59.2%. RXN SMILES: C([Si](C1C=CC=CC=1)(C1C=CC=CC=1)[O:6][C:7]1[CH:57]=[CH:56][C:10]([O:11][CH2:12][C@@H:13]([OH:55])[CH2:14][NH:15][CH2:16][CH2:17][C:18]2[CH:54]=[CH:53][C:21]([NH:22][CH:23]3[CH2:28][CH2:27][N:26]([C:29]([NH:31][CH2:32][CH2:33][C:34]4[CH:39]=[CH:38][C:37]([O:40][CH2:41][CH2:42][CH2:43][O:44][C:45]5[CH:50]=[CH:49][CH:48]=[CH:47][CH:46]=5)=[CH:36][C:35]=4[O:51][CH3:52])=[O:30])[CH2:25][CH2:24]3)=[CH:20][CH:19]=2)=[CH:9][CH:8]=1)(C)(C)C>C(Cl)(Cl)Cl.CO>[CH3:52][O:51][C:35]1[CH:36]=[C:37]([O:40][CH2:41][CH2:42][CH2:43][O:44][C:45]2[CH:46]=[CH:47][CH:48]=[CH:49][CH:50]=2)[CH:38]=[CH:39][C:34]=1[CH2:33][CH2:32][NH:31][C:29]([N:26]1[CH2:27][CH2:28][CH:23]([NH:22][C:21]2[CH:20]=[CH:19][C:18]([CH2:17][CH2:16][NH:15][CH2:14][C@H:13]([OH:55])[CH2:12][O:11][C:10]3[CH:56]=[CH:57][C:7]([OH:6])=[CH:8][CH:9]=3)=[CH:54][CH:53]=2)[CH2:24][CH2:25]1)=[O:30] |f:1.2|. Procedure: 4-[4-(2-{[(2S)-3-(4-{[tert-Butyl (diphenyl)silyl]oxy}phenoxy)-2-hydroxypropyl]-amino}ethyl)anilino]-N-[2-methoxy-4-(3-phenoxypropoxy)phenethyl]-1-piperidinecarboxamide (0.25 g, 0.26 mmol) was reacted according to Procedure H (eluant: 10:1 chloroform-methanol) to give the title compound (0.11 g, 0.154 mmol). Starting materials: FC=1C=CC2=C(N=C(O2)N2[C@@H](CCCC2)C(=O)OCC)C1 (ethyl (2S)-1-(5-fluoro-1,3-benzoxazol-2-yl)-2-piperidinecarboxylate), [OH-].[Li+] (lithium hydroxide). Yields the product FC=1C=CC2=C(N=C(O2)N2[C@@H](CCCC2)C(=O)O)C1 ((2S)-1-(5-fluoro-1,3-benzoxazol-2-yl)-2-piperidinecarboxylic acid). RXN SMILES: [F:1][C:2]1[CH:3]=[CH:4][C:5]2[O:9][C:8]([N:10]3[CH2:15][CH2:14][CH2:13][CH2:12][C@H:11]3[C:16]([O:18]CC)=[O:17])=[N:7][C:6]=2[CH:21]=1.[OH-].[Li+]>>[F:1][C:2]1[CH:3]=[CH:4][C:5]2[O:9][C:8]([N:10]3[CH2:15][CH2:14][CH2:13][CH2:12][C@H:11]3[C:16]([OH:18])=[O:17])=[N:7][C:6]=2[CH:21]=1 |f:1.2|. Reported procedure: The title compound was prepared by a similar method to Preparation 3 from ethyl (2S)-1-(5-fluoro-1,3-benzoxazol-2-yl)-2-piperidinecarboxylate [see Preparation 19] and 1N aqueous lithium hydroxide to afford (2S)-1-(5-fluoro-1,3-benzoxazol-2-yl)-2-piperidinecarboxylic acid as a solid. Starting materials: CCOCCCO, Clc1nsnc1-c1cccnc1, [H-], [Na+], C1CCOC1, O. RXN SMILES: [CH2:1]([CH3:2])[O:3][CH2:4][CH2:5][CH2:6][OH:7].[Cl:10][c:11]1[n:12][s:13][n:14][c:15]1-[c:16]1[cH:17][n:18][cH:19][cH:20][cH:21]1.[H-:8].[Na+:9].[O:23]1[CH2:24][CH2:25][CH2:26][CH2:27]1.[OH2:22]>>[CH2:1]([CH3:2])[O:3][CH2:4][CH2:5][CH2:6][O:7][c:11]1[n:12][s:13][n:14][c:15]1-[c:16]1[cH:17][n:18][cH:19][cH:20][cH:21]1. The product is CCOCCCOc1nsnc1-c1cccnc1. The reactants are CCCc1nc(CC)c(Br)c(=O)n1Cc1ccc(-c2ccccc2C#N)cc1, O=C([O-])[O-], C1COCCO1, CCOC(C)=O, [Cs+], [Cs+], OB(O)c1ccc2c(c1)CCO2. The product is CCCc1nc(CC)c(-c2ccc3c(c2)CCO3)c(=O)n1Cc1ccc(-c2ccccc2C#N)cc1. Reaction SMILES: [Br:1][c:2]1[c:3]([CH2:27][CH3:28])[n:4][c:5]([CH2:24][CH2:25][CH3:26])[n:6]([CH2:9][c:10]2[cH:11][cH:12][c:13](-[c:16]3[c:17]([C:22]#[N:23])[cH:18][cH:19][cH:20][cH:21]3)[cH:14][cH:15]2)[c:7]1=[O:8].[C:41](=[O:42])([O-:43])[O-:44].[CH2:47]1[O:48][CH2:49][CH2:50][O:51][CH2:52]1.[CH3:53][CH2:54][O:55][C:56](=[O:57])[CH3:58].[Cs+:45].[Cs+:46].[O:29]1[CH2:30][CH2:31][c:32]2[c:33]1[cH:34][cH:35][c:36]([B:38]([OH:39])[OH:40])[cH:37]2>>[c:2]1(-[c:36]2[cH:35][cH:34][c:33]3[c:32]([cH:37]2)[CH2:31][CH2:30][O:29]3)[c:3]([CH2:27][CH3:28])[n:4][c:5]([CH2:24][CH2:25][CH3:26])[n:6]([CH2:9][c:10]2[cH:11][cH:12][c:13](-[c:16]3[c:17]([C:22]#[N:23])[cH:18][cH:19][cH:20][cH:21]3)[cH:14][cH:15]2)[c:7]1=[O:8].